The task is: describe an organic reaction: reactants, conditions, products, and yield. This data is from the Open Reaction Database (ORD), a public repository of structured organic reaction records. The reactants are [O-]P(=O)([O-])[O-].[K+].[K+].[K+] (K3PO4), ClC1=CC=2N(C(N1)=O)C=CN2 (7-chloroimidazo[1,2-c]pyrimidin-5(6H)-one), CN1N=CC(=C1)B1OC(C(O1)(C)C)(C)C (1-methyl-4-(4,4,5,5-tetramethyl-1,3,2-dioxaborolan-2-yl)-1H-pyrazole), CC(C)C1=CC(=C(C(=C1)C(C)C)C2=C(C=CC=C2)P(C3CCCCC3)C4CCCCC4)C(C)C (XPHOS), CN1N=CC(=C1)B1OC(C(O1)(C)C)(C)C (1-methyl-4-(4,4,5,5-tetramethyl-1,3,2-dioxaborolan-2-yl)-1H-pyrazole). Reagents/catalysts: C=1C=CC(=CC1)/C=C/C(=O)/C=C/C2=CC=CC=C2.C=1C=CC(=CC1)/C=C/C(=O)/C=C/C2=CC=CC=C2.C=1C=CC(=CC1)/C=C/C(=O)/C=C/C2=CC=CC=C2.[Pd].[Pd] (Pd2dba3), C=1C=CC(=CC1)/C=C/C(=O)/C=C/C2=CC=CC=C2.C=1C=CC(=CC1)/C=C/C(=O)/C=C/C2=CC=CC=C2.C=1C=CC(=CC1)/C=C/C(=O)/C=C/C2=CC=CC=C2.[Pd].[Pd] (Pd2dba3). The solvent is C(C)(C)O (isopropyl alcohol). Product: CN1N=CC(=C1)C1=CC=2N(C(N1)=O)C=CN2 (7-(1-methyl-1H-pyrazol-4-yl)imidazo[1,2-c]pyrimidin-5(6H)-one). Yield: 76.0%. Reaction SMILES: Cl[C:2]1[NH:7][C:6](=[O:8])[N:5]2[CH:9]=[CH:10][N:11]=[C:4]2[CH:3]=1.[CH3:12][N:13]1[CH:17]=[C:16](B2OC(C)(C)C(C)(C)O2)[CH:15]=[N:14]1.CC(C1C=C(C(C)C)C(C2C=CC=CC=2P(C2CCCCC2)C2CCCCC2)=C(C(C)C)C=1)C.[O-]P([O-])([O-])=O.[K+].[K+].[K+]>C(O)(C)C.C1C=CC(/C=C/C(/C=C/C2C=CC=CC=2)=O)=CC=1.C1C=CC(/C=C/C(/C=C/C2C=CC=CC=2)=O)=CC=1.C1C=CC(/C=C/C(/C=C/C2C=CC=CC=2)=O)=CC=1.[Pd].[Pd]>[CH3:12][N:13]1[CH:17]=[C:16]([C:2]2[NH:7][C:6](=[O:8])[N:5]3[CH:9]=[CH:10][N:11]=[C:4]3[CH:3]=2)[CH:15]=[N:14]1 |f:3.4.5.6,8.9.10.11.12|. Procedure details: To a mixture of 7-chloroimidazo[1,2-c]pyrimidin-5(6H)-one (Preparation H, 10.0 g, 59.0 mmol), 1-methyl-4-(4,4,5,5-tetramethyl-1,3,2-dioxaborolan-2-yl)-1H-pyrazole (19.0 g, 88.5 mmol) and XPHOS (2.81 g, 5.90 mmol) in isopropyl alcohol (400 mL) was added 2M K3PO4 (88.5 mL, 177 mmol). The mixture was purged with N2 for 15 minutes with vigorous mixing and Pd2dba3 (2.70 g, 2.95 mmol) was added. The mixture was heated at reflux under a N2 atmosphere for 20 hours. The mixture was charged additional 1-m... The reactants are O=C1CCC(=O)N1Cl, ClC(Cl)(Cl)Cl, CCOC(=O)Cc1ccc(N)c(OCC2CC2)c1, O. The product is CCOC(=O)Cc1cc(Cl)c(N)c(OCC2CC2)c1. Reaction SMILES: [Cl:19][N:20]1[C:21](=[O:22])[CH2:23][CH2:24][C:25]1=[O:26].[Cl:27][C:28]([Cl:29])([Cl:30])[Cl:31].[NH2:1][c:2]1[c:3]([O:14][CH2:15][CH:16]2[CH2:17][CH2:18]2)[cH:4][c:5]([CH2:8][C:9](=[O:10])[O:11][CH2:12][CH3:13])[cH:6][cH:7]1.[OH2:32]>>[NH2:1][c:2]1[c:3]([O:14][CH2:15][CH:16]2[CH2:17][CH2:18]2)[cH:4][c:5]([CH2:8][C:9](=[O:10])[O:11][CH2:12][CH3:13])[cH:6][c:7]1[Cl:19]. Reactants: CO, CCOC(=O)c1sc(N2CCC(NC(=O)c3nc(Cl)c(CC)[nH]3)C(F)C2)nc1C, Cl, [Li+], C1CCOC1, [OH-], O. Yields the product CCc1[nH]c(C(=O)NC2CCN(c3nc(C)c(C(=O)O)s3)CC2F)nc1Cl. As a reaction SMILES: [CH3:34][OH:35].[Cl:3][c:4]1[n:5][c:6]([C:11](=[O:12])[NH:13][CH:14]2[CH:15]([F:31])[CH2:16][N:17]([c:20]3[s:21][c:22]([C:26](=[O:27])[O:28][CH2:29][CH3:30])[c:23]([CH3:25])[n:24]3)[CH2:18][CH2:19]2)[nH:7][c:8]1[CH2:9][CH3:10].[ClH:32].[Li+:1].[O:36]1[CH2:37][CH2:38][CH2:39][CH2:40]1.[OH-:2].[OH2:33]>>[Cl:3][c:4]1[n:5][c:6]([C:11](=[O:12])[NH:13][CH:14]2[CH:15]([F:31])[CH2:16][N:17]([c:20]3[s:21][c:22]([C:26](=[O:27])[OH:28])[c:23]([CH3:25])[n:24]3)[CH2:18][CH2:19]2)[nH:7][c:8]1[CH2:9][CH3:10]. Reactants: C(C1=CC=CC=C1)OC1=C(C(=O)NC2=C(C(=O)OC)C=CC(=C2)C2=CC=CC=C2)C=C(C=C1)OCCN1CCN(CC1)S(=O)(=O)C (methyl 2-(2-(benzyloxy)-5-(2-(4-(methylsulfonyl)piperazin-1-yl)ethoxy)benzamido)-4-phenylbenzoate), O1CCOCC1 (dioxane). Reagents/catalysts: [C].[Pd] (palladium-carbon). Run in C(C)(=O)OCC (ethyl acetate), CO (methanol). Run at time 2 hour. The product is OC1=C(C(=O)NC2=C(C(=O)OC)C=CC(=C2)C2=CC=CC=C2)C=C(C=C1)OCCN1CCN(CC1)S(=O)(=O)C (methyl 2-(2-hydroxy-5-(2-(4-(methylsulfonyl)piperazin-1-yl)ethoxy)benzamido)-4-phenylbenzoate). Yield: 86.2%. Reaction SMILES: C([O:8][C:9]1[CH:33]=[CH:32][C:31]([O:34][CH2:35][CH2:36][N:37]2[CH2:42][CH2:41][N:40]([S:43]([CH3:46])(=[O:45])=[O:44])[CH2:39][CH2:38]2)=[CH:30][C:10]=1[C:11]([NH:13][C:14]1[CH:23]=[C:22]([C:24]2[CH:29]=[CH:28][CH:27]=[CH:26][CH:25]=2)[CH:21]=[CH:20][C:15]=1[C:16]([O:18][CH3:19])=[O:17])=[O:12])C1C=CC=CC=1.O1CCOCC1>C(OCC)(=O)C.CO.[C].[Pd]>[OH:8][C:9]1[CH:33]=[CH:32][C:31]([O:34][CH2:35][CH2:36][N:37]2[CH2:38][CH2:39][N:40]([S:43]([CH3:46])(=[O:45])=[O:44])[CH2:41][CH2:42]2)=[CH:30][C:10]=1[C:11]([NH:13][C:14]1[CH:23]=[C:22]([C:24]2[CH:25]=[CH:26][CH:27]=[CH:28][CH:29]=2)[CH:21]=[CH:20][C:15]=1[C:16]([O:18][CH3:19])=[O:17])=[O:12] |f:4.5|. Procedure details: To a solution mixture of the obtained methyl 2-(2-(benzyloxy)-5-(2-(4-(methylsulfonyl)piperazin-1-yl)ethoxy)benzamido)-4-phenylbenzoate (0.085 g) in ethyl acetate (3.0 mL), methanol (1.5 mL), and dioxane (6.0 mL), 10% palladium-carbon (0.085 g) was added, followed by stirring under a hydrogen atmosphere at room temperature for 2 hours. The insoluble substance was removed by filtration, and the solvent was evaporated under reduced pressure. Diisopropyl ether was added to the obtained residue, and... The reactants are Nc1ncc(Cl)cc1C=CC(=O)O, OC1CCCNC1. The product is Nc1ncc(Cl)cc1C=CC(=O)N1CCCC(O)C1. Reaction SMILES: [NH2:1][c:2]1[n:3][cH:4][c:5]([Cl:13])[cH:6][c:7]1[CH:8]=[CH:9][C:10](=[O:11])[OH:12].[OH:14][CH:15]1[CH2:16][NH:17][CH2:18][CH2:19][CH2:20]1>>[NH2:1][c:2]1[n:3][cH:4][c:5]([Cl:13])[cH:6][c:7]1[CH:8]=[CH:9][C:10](=[O:12])[N:17]1[CH2:16][CH:15]([OH:14])[CH2:20][CH2:19][CH2:18]1. Reported procedure: The title compound was prepared analogously to the method in Intermediate 33: step b using (4-fluorophenyl)(1-methyl-1H-imidazol-5-yl)methanol (Intermediate 89: step a) in place of (1-methyl-1H-imidazol-5-yl)(pyridin-2-yl)methanol. Starting materials: Intermediate 33, CN1C=NC=C1C(O)C1=NC=CC=C1 ((1-methyl-1H-imidazol-5-yl)(pyridin-2-yl)methanol), FC1=CC=C(C=C1)C(O)C1=CN=CN1C ((4-fluorophenyl)(1-methyl-1H-imidazol-5-yl)methanol), Intermediate 89. Product: FC1=CC=C(C=C1)C(=O)C1=CN=CN1C ((4-Fluorophenyl)(1-methyl-1H-imidazol-5-yl)methanone). Reaction SMILES: [F:1][C:2]1[CH:7]=[CH:6][C:5]([CH:8]([C:10]2[N:14]([CH3:15])[CH:13]=[N:12][CH:11]=2)[OH:9])=[CH:4][CH:3]=1.CN1C(C(C2C=CC=CN=2)O)=CN=C1>>[F:1][C:2]1[CH:3]=[CH:4][C:5]([C:8]([C:10]2[N:14]([CH3:15])[CH:13]=[N:12][CH:11]=2)=[O:9])=[CH:6][CH:7]=1. Starting materials: C(C)#N (acetonitrile), N(NC(=O)OC1CC(N(C(C1)(C)C)C)(C)C)C(=O)OC1CC(N(C(C1)(C)C)C)(C)C (bis(1,2,2,6,6-pentamethylpiperidin-4-yl) hydrazine-1,2-dicarboxylate), C(C)(=O)O.C(C)(=O)O.IC1=CC=CC=C1 (iodobenzene diacetate), FC(C(=O)O)(F)F (trifluoroacetic acid). The solvent is C(Cl)Cl (methylene chloride). Run at time 2.5 hour. Product: N(=NC(=O)OC1CC(N(C(C1)(C)C)C)(C)C)C(=O)OC1CC(N(C(C1)(C)C)C)(C)C (Bis(1,2,2,6,6-pentamethylpiperidin-4-yl) Azodicarboxylate). Yield: 23.4%. RXN SMILES: [NH:1]([C:17]([O:19][CH:20]1[CH2:25][C:24]([CH3:27])([CH3:26])[N:23]([CH3:28])[C:22]([CH3:30])([CH3:29])[CH2:21]1)=[O:18])[NH:2][C:3]([O:5][CH:6]1[CH2:11][C:10]([CH3:13])([CH3:12])[N:9]([CH3:14])[C:8]([CH3:16])([CH3:15])[CH2:7]1)=[O:4].FC(F)(F)C(O)=O.C(O)(=O)C.C(O)(=O)C.IC1C=CC=CC=1.C(#N)C>C(Cl)Cl>[N:2]([C:3]([O:5][CH:6]1[CH2:11][C:10]([CH3:13])([CH3:12])[N:9]([CH3:14])[C:8]([CH3:16])([CH3:15])[CH2:7]1)=[O:4])=[N:1][C:17]([O:19][CH:20]1[CH2:21][C:22]([CH3:29])([CH3:30])[N:23]([CH3:28])[C:24]([CH3:27])([CH3:26])[CH2:25]1)=[O:18] |f:2.3.4|. Procedure details: To a solution of 30.0 g bis(1,2,2,6,6-pentamethylpiperidin-4-yl) hydrazine-1,2-dicarboxylate in 60 mL of methylene chloride is added 16.0 g (10.8 mL), of trifluoroacetic acid at 0°-5° C., followed the addition of 22.6 g of iodobenzene diacetate at room temperature. After stirring at room temperature for 2.5 hours, the reaction mixture is washed with saturated sodium bicarbonate solution and then with brine, and dried over anhydrous magnesium sulfate. The dried solution is evaporated to afford a ... Starting materials: ICCCC (iodobutane), NC1=CC(=C(C=C1Cl)C(CCC1CCNCC1)=O)OC (1-(4-amino-5-chloro-2-methoxyphenyl)-3-(piperidin-4-yl)propan-1-one), NC1=C(C(=C(C=C1Cl)C(CCC1CCNCC1)=O)OC)OC (1-(4-amino-5-chloro-2,3-dimethoxyphenyl)-3-(piperidin-4-yl)propan-1-one). The product is Cl.NC1=C(C(=C(C=C1Cl)C(CCC1CCN(CC1)CCCC)=O)OC)OC (1-(4-amino-5-chloro-2,3-dimethoxyphenyl)-3-[1-(but-1-yl) piperidin-4-yl]-propan-1-one hydrochloride). Reaction SMILES: I[CH2:2][CH2:3][CH2:4][CH3:5].NC1C([Cl:13])=CC(C(=O)CCC2CCNCC2)=C(OC)C=1.[NH2:26][C:27]1[C:32]([Cl:33])=[CH:31][C:30]([C:34](=[O:43])[CH2:35][CH2:36][CH:37]2[CH2:42][CH2:41][NH:40][CH2:39][CH2:38]2)=[C:29]([O:44][CH3:45])[C:28]=1[O:46][CH3:47]>>[ClH:13].[NH2:26][C:27]1[C:32]([Cl:33])=[CH:31][C:30]([C:34](=[O:43])[CH2:35][CH2:36][CH:37]2[CH2:38][CH2:39][N:40]([CH2:2][CH2:3][CH2:4][CH3:5])[CH2:41][CH2:42]2)=[C:29]([O:44][CH3:45])[C:28]=1[O:46][CH3:47] |f:3.4|. Procedure: Proceeding as in Example 10, but replacing 1-bromopropane with iodobutane and 1-(4-amino-5-chloro-2-methoxyphenyl)-3-(piperidin-4-yl)propan-1-one with 1-(4-amino-5-chloro-2,3-dimethoxyphenyl)-3-(piperidin-4-yl)propan-1-one, gave 1-(4-amino-5-chloro-2,3-dimethoxyphenyl)-3-[1-(but-1-yl) piperidin-4-yl]-propan-1-one hydrochloride, m.p. 175°-176° C. Starting materials: C(C)C1=C(C=CC(=C1)C(CC)=O)C1=C(C=CC(=C1)O)CC (1-(2,2′-diethyl-5′-hydroxybiphenyl-4-yl)-1-propanone), C(C1=CC=CC=C1)(=O)OCC=1C=C(CBr)C=CC1COC(C1=CC=CC=C1)=O (3,4-bis(benzoyloxymethyl)benzyl bromide). The product is C(C1=CC=CC=C1)(=O)OCC=1C=C(COC=2C=CC(=C(C2)C2=C(C=C(C=C2)C(CC)=O)CC)CC)C=CC1COC(C1=CC=CC=C1)=O (1-{5′-[3,4-Bis(benzoyloxymethyl)benzyloxy]-2,2′-diethylbiphenyl-4-yl}-1-propanone). RXN SMILES: [CH2:1]([C:3]1[CH:8]=[C:7]([C:9](=[O:12])[CH2:10][CH3:11])[CH:6]=[CH:5][C:4]=1[C:13]1[CH:18]=[C:17]([OH:19])[CH:16]=[CH:15][C:14]=1[CH2:20][CH3:21])[CH3:2].[C:22]([O:30][CH2:31][C:32]1[CH:33]=[C:34]([CH:37]=[CH:38][C:39]=1[CH2:40][O:41][C:42](=[O:49])[C:43]1[CH:48]=[CH:47][CH:46]=[CH:45][CH:44]=1)[CH2:35]Br)(=[O:29])[C:23]1[CH:28]=[CH:27][CH:26]=[CH:25][CH:24]=1>>[C:22]([O:30][CH2:31][C:32]1[CH:33]=[C:34]([CH:37]=[CH:38][C:39]=1[CH2:40][O:41][C:42](=[O:49])[C:43]1[CH:44]=[CH:45][CH:46]=[CH:47][CH:48]=1)[CH2:35][O:19][C:17]1[CH:16]=[CH:15][C:14]([CH2:20][CH3:21])=[C:13]([C:4]2[CH:5]=[CH:6][C:7]([C:9](=[O:12])[CH2:10][CH3:11])=[CH:8][C:3]=2[CH2:1][CH3:2])[CH:18]=1)(=[O:29])[C:23]1[CH:24]=[CH:25][CH:26]=[CH:27][CH:28]=1. Procedure details: In a manner similar to that of Example 1(o), by reacting 1.67 g (5.9 mmol) of 1-(2,2′-diethyl-5′-hydroxybiphenyl-4-yl)-1-propanone with 2.73 g (6.2 mmol) of 3,4-bis(benzoyloxymethyl)benzyl bromide, and after purification by chromatography on a column of silica eluted with a mixture of heptane and ethyl acetate (95/5), 1.88 g (50%) of the expected product are obtained in the form of an oil. Procedure details: To a suspension of 2-(tert-butoxycarbonyl-ethoxycarbonylmethyl-amino)-propionic acid TFA salt (197 mg, 0.714 mmol) in THF (10 ml) at room temperature is added EDCl (219 mg, 1.142 mmol) and HOBT (164 mg, 1.071 mmol). The mixture is stirred at room temperature for 10 mins and then was added a solution of (R)-3-amino-4-(3′-chloro-biphenyl-4-yl)-butyric acid ethyl ester (202 mg, 0.571 mmol) in THF and TEA (0.199 ml, 1.428 mmol). The mixture is stirred at room temperature. Reverse phase HPLC [30 to 9... Conditions: time 10 minute. Reaction SMILES: OC(C(F)(F)F)=O.[C:8]([O:12][C:13]([N:15]([CH2:21][C:22]([O:24][CH2:25][CH3:26])=[O:23])[CH:16]([CH3:20])[C:17]([OH:19])=O)=[O:14])([CH3:11])([CH3:10])[CH3:9].CCN=C=NCCCN(C)C.Cl.C1C=CC2N(O)N=NC=2C=1.[CH2:49]([O:51][C:52](=[O:70])[CH2:53][C@H:54]([NH2:69])[CH2:55][C:56]1[CH:61]=[CH:60][C:59]([C:62]2[CH:67]=[CH:66][CH:65]=[C:64]([Cl:68])[CH:63]=2)=[CH:58][CH:57]=1)[CH3:50]>C1COCC1.C(#N)C.O>[CH2:49]([O:51][C:52](=[O:70])[CH2:53][C@H:54]([NH:69][C:17](=[O:19])[CH:16]([N:15]([C:13]([O:12][C:8]([CH3:9])([CH3:10])[CH3:11])=[O:14])[CH2:21][C:22]([O:24][CH2:25][CH3:26])=[O:23])[CH3:20])[CH2:55][C:56]1[CH:61]=[CH:60][C:59]([C:62]2[CH:67]=[CH:66][CH:65]=[C:64]([Cl:68])[CH:63]=2)=[CH:58][CH:57]=1)[CH3:50] |f:0.1,2.3,7.8|. The yield is 88.3%. The reactants are C(C)OC(C[C@@H](CC1=CC=C(C=C1)C1=CC(=CC=C1)Cl)N)=O ((R)-3-amino-4-(3′-chloro-biphenyl-4-yl)-butyric acid ethyl ester), TEA, OC(=O)C(F)(F)F.C(C)(C)(C)OC(=O)N(C(C(=O)O)C)CC(=O)OCC (2-(tert-butoxycarbonyl-ethoxycarbonylmethyl-amino)-propionic acid TFA salt), CCN=C=NCCCN(C)C.Cl (EDCl), C=1C=CC2=C(C1)N=NN2O (HOBT). Yields the product C(C)OC(C[C@@H](CC1=CC=C(C=C1)C1=CC(=CC=C1)Cl)NC(C(C)N(CC(=O)OCC)C(=O)OC(C)(C)C)=O)=O ((R)-3-[2-(tert-butoxycarbonyl-ethoxycarbonylmethyl-amino)-propionylamino]-4-(3′-chloro-biphenyl-4-yl)-butyric acid ethyl ester). The solvent is C1CCOC1 (THF), C1CCOC1 (THF), C(C)#N.O (ACN H2O).